The task is: describe an organic reaction: reactants, conditions, products, and yield. This data is from the Open Reaction Database (ORD), a public repository of structured organic reaction records. The reactants are FC(C(=O)O)(F)F (trifluoroacetic acid), C(C)(C)(C)OC(=O)C1C(C1)C=1C(=CC2=C3N([C@H](COC31)C)C=C(C2=O)C(=O)OCC)F (ethyl (S)-10-(2-tert-butoxycarbonylcyclopropyl)-9-fluoro-3-methyl-7-oxo-2,3-dihydro-7H-pyrido[1,2,3-de][1,4]benzoxazine-6-carboxylate). Run at time 1 hour. Product: C(=O)(O)C1C(C1)C=1C(=CC2=C3N([C@H](COC31)C)C=C(C2=O)C(=O)OCC)F (ethyl (S)-10-(2-carboxycyclopropyl)-9-fluoro-3-methyl-7-oxo-2,3-dihydro-7H-pyrido[1,2,3-de][1,4]benzoxazine-6-carboxylate). Yield: 92.8%. Reaction SMILES: FC(F)(F)C(O)=O.C([O:12][C:13]([CH:15]1[CH2:17][CH:16]1[C:18]1[C:19]([F:38])=[CH:20][C:21]2[C:31](=[O:32])[C:30]([C:33]([O:35][CH2:36][CH3:37])=[O:34])=[CH:29][N:23]3[C@@H:24]([CH3:28])[CH2:25][O:26][C:27]=1[C:22]=23)=[O:14])(C)(C)C>>[C:13]([CH:15]1[CH2:17][CH:16]1[C:18]1[C:19]([F:38])=[CH:20][C:21]2[C:31](=[O:32])[C:30]([C:33]([O:35][CH2:36][CH3:37])=[O:34])=[CH:29][N:23]3[C@@H:24]([CH3:28])[CH2:25][O:26][C:27]=1[C:22]=23)([OH:14])=[O:12]. Procedure details: 5 ml of trifluoroacetic acid was added to 570 mg of ethyl (S)-10-(2-tert-butoxycarbonylcyclopropyl)-9-fluoro-3-methyl-7-oxo-2,3-dihydro-7H-pyrido[1,2,3-de][1,4]benzoxazine-6-carboxylate. The resulting mixture was stirred at room temperature for 1 hour. The reaction mixture was concentrated under reduced pressure. Diethyl ether was added to the residue obtained. The resulting crystals were collected by filtration to obtain 460 mg (yield: 92.9%) of ethyl (S)-10-(2-carboxycyclopropyl)-9-fluoro-3-me... Reactants: Cc1ccccc1, C[Si](C)(C)CCOCCl, c1c[nH]cn1. Product: C[Si](C)(C)CCOCn1ccnc1. Reaction SMILES: [CH3:15][c:16]1[cH:17][cH:18][cH:19][cH:20][cH:21]1.[CH3:1][Si:2]([CH2:3][CH2:4][O:5][CH2:6][Cl:7])([CH3:8])[CH3:9].[nH:10]1[cH:11][n:12][cH:13][cH:14]1>>[CH3:1][Si:2]([CH2:3][CH2:4][O:5][CH2:6][n:10]1[cH:11][n:12][cH:13][cH:14]1)([CH3:8])[CH3:9]. Reactants: ClC=1C2=C(SC1C(=O)OCC)C=CC(=C2)OC (ethyl 3-chloro-5-methoxybenzo[b]thiophene-2-carboxylate), B(Br)(Br)Br (boron tribromide), C(C)O (ethanol). The solvent is ClCCl (dichloromethane). Run at time 10 minute. Yields the product ClC=1C2=C(SC1C(=O)OCC)C=CC(=C2)O (ethyl 3-chloro-5-hydroxybenzo[b]thiophene-2-carboxylate). Yield: 98.5%. As a reaction SMILES: [Cl:1][C:2]1[C:3]2[CH:15]=[C:14]([O:16]C)[CH:13]=[CH:12][C:4]=2[S:5][C:6]=1[C:7]([O:9][CH2:10][CH3:11])=[O:8].B(Br)(Br)Br.C(O)C>ClCCl>[Cl:1][C:2]1[C:3]2[CH:15]=[C:14]([OH:16])[CH:13]=[CH:12][C:4]=2[S:5][C:6]=1[C:7]([O:9][CH2:10][CH3:11])=[O:8]. Reported procedure: A stirred solution of ethyl 3-chloro-5-methoxybenzo[b]thiophene-2-carboxylate (20.0 g) in dichloromethane (80 ml) at −20° C. under an atmosphere of nitrogen was treated with boron tribromide (1M solution in dichloromethane; 90 ml) and the solution allowed to warm up to room temperature slowly. After 2 hours the mixture was carefully poured into ethanol (400 ml) and left to stand for 10 minutes. The solvent was evaporated under reduced pressure and the residue dissolved in ethyl acetate (500 ml).... The reactants are ClC=1C=C(C(C(=O)O)=CC1Cl)C(=O)O (4,5-Dichlorophthalic acid), C(C)(=O)OC(C)=O (acetic anhydride). The product is ClC=1C=C2C(C(=O)OC2=O)=CC1Cl (4,5-dichlorophthalic anhydride). Reaction SMILES: [Cl:1][C:2]1[CH:3]=[C:4]([C:12]([OH:14])=[O:13])[C:5](=[CH:9][C:10]=1[Cl:11])[C:6]([OH:8])=O.C(OC(=O)C)(=O)C>>[Cl:11][C:10]1[CH:9]=[C:5]2[C:6](=[O:8])[O:14][C:12](=[O:13])[C:4]2=[CH:3][C:2]=1[Cl:1]. Reported procedure: 4,5-Dichlorophthalic acid (30 g., 0.127 mole) is refluxed in 150 ml. of acetic anhydride for 3 hours. The acetic anhydride is evaporated and the residue is triturated with diethyl ether and filtered to give a quantitative yield of 4,5-dichlorophthalic anhydride. The crude product is recrystallized from ethyl acetate and hexane. Starting materials: C(C)SC1=CC(=NC2=C(C3=C(C=C12)C(C=C(O3)C(=O)OCC)=O)CCC)C(=O)[O-] (Ethyl 6-ethylthio-4-oxo-10-propyl-4H-pyrano[3,2-g]quinoline 2,8-dicarboxylate), C(C)O (ethanol). The product is O=C1C=C(OC2=C1C=C1C=CC(=NC1=C2CCC)C(=O)OCC)C(=O)OCC (Diethyl 4-oxo-10-propyl-4H-pyrano[3,2-g]quinoline-2,8-dicarboxylate). RXN SMILES: C(S[C:4]1[C:13]2[C:8](=[C:9]([CH2:24][CH2:25][CH3:26])[C:10]3[O:17][C:16]([C:18]([O:20][CH2:21][CH3:22])=[O:19])=[CH:15][C:14](=[O:23])[C:11]=3[CH:12]=2)[N:7]=[C:6]([C:27]([O-:29])=[O:28])[CH:5]=1)C.[CH2:30](O)[CH3:31]>>[O:23]=[C:14]1[C:11]2[CH:12]=[C:13]3[C:8](=[C:9]([CH2:24][CH2:25][CH3:26])[C:10]=2[O:17][C:16]([C:18]([O:20][CH2:21][CH3:22])=[O:19])=[CH:15]1)[N:7]=[C:6]([C:27]([O:29][CH2:30][CH3:31])=[O:28])[CH:5]=[CH:4]3. Reported procedure: Ethyl 6-ethylthio-4-oxo-10-propyl-4H-pyrano[3,2-g]quinoline 2,8-dicarboxylate (2.85 g) was dissolved in ethanol (200 ml), and ethanol washed Raney nickel (30 g wet) added carefully. The mixture was refluxed for 11/2 hours, filtered to remove the catalyst, and concentrated, to give on cooling the title compound, (1.76 g) mp 168°-171° C. Reactants: ClC1=C(C=CC=C1)C=1C(=C(SC1)C1=CC=C(C=C1)O)CC(=O)OC (methyl [4-(2-chlorophenyl)-2-(4-hydroxyphenyl)thien-3-yl]acetate), N1N=CC(=C1)CCO (2-(1H-pyrazol-4-yl)-ethanol), C1=CC=C(C=C1)P(C2=CC=CC=C2)C3=CC=CC=C3 (PPh3), N(=NC(=O)OCC)C(=O)OCC (diethyl azo-dicarboxylate). Run in C1CCOC1 (THF). Run at time 8 hour. Product: ClC1=C(C=CC=C1)C=1C(=C(SC1)C1=CC=C(C=C1)OCCC=1C=NNC1)CC(=O)OC (methyl (4-(2-chlorophenyl)-2-{4-[2-(1H-pyrazol-4-yl)ethoxy]phenyl}thien-3-yl)acetate). Yield: 92.4%. Reaction SMILES: [Cl:1][C:2]1[CH:7]=[CH:6][CH:5]=[CH:4][C:3]=1[C:8]1[C:9]([CH2:20][C:21]([O:23][CH3:24])=[O:22])=[C:10]([C:13]2[CH:18]=[CH:17][C:16]([OH:19])=[CH:15][CH:14]=2)[S:11][CH:12]=1.[NH:25]1[CH:29]=[C:28]([CH2:30][CH2:31]O)[CH:27]=[N:26]1.C1C=CC(P(C2C=CC=CC=2)C2C=CC=CC=2)=CC=1.N(C(OCC)=O)=NC(OCC)=O>C1COCC1>[Cl:1][C:2]1[CH:7]=[CH:6][CH:5]=[CH:4][C:3]=1[C:8]1[C:9]([CH2:20][C:21]([O:23][CH3:24])=[O:22])=[C:10]([C:13]2[CH:18]=[CH:17][C:16]([O:19][CH2:31][CH2:30][C:28]3[CH:29]=[N:25][NH:26][CH:27]=3)=[CH:15][CH:14]=2)[S:11][CH:12]=1. Procedure details: To a solution of methyl [4-(2-chlorophenyl)-2-(4-hydroxyphenyl)thien-3-yl]acetate (0.485 g, 1.35 mmol), 2-(1H-pyrazol-4-yl)-ethanol (0.166 g, 1.48 mmol), and PPh3 (0.388 g, 1.4 mmol) in THF (3 mL) was added at 0° C. diethyl azo-dicarboxylate (DEAD) (0.265 g, 0.24 mL, 1.52 mmol). The solution was stirred overnight and the solvent removed. The product was purified directly by flash chromatography (20:1 CHCl3:MeOH) to yield methyl (4-(2-chlorophenyl)-2-{4-[2-(1H-pyrazol-4-yl)ethoxy]phenyl}thien-3-y... The reactants are BrCCCOC1=CC=C(C=C1C1=CC=CC=C1)NN=C1C(NN=C1C1=CC(=C(C=C1)OC)OC)=O (4-{[6-(3-Bromo-propoxy)-biphenyl-3-yl]-hydrazono}-5-(3,4-dimethoxy-phenyl)-2,4-dihydro-pyrazol-3-one), C(=O)([O-])[O-].[Cs+].[Cs+] (Cs2CO3), OCCNC ((2-hydoxy)ethylmethyl amine). Conditions: temperature 50 celsius. Yields the product COC=1C=C(C=CC1OC)C=1C(C(NN1)=O)=NNC=1C=C(C(=CC1)OCCCN(C)CCO)C1=CC=CC=C1 (5-(3,4-dimethoxy-phenyl)-4-[(6-{3-[(2-hydroxy-ethyl)-methyl-amino]-propoxy}-biphenyl-3-yl)-hydrazono]-2,4-dihydro-pyrazol-3-one). As a reaction SMILES: Br[CH2:2][CH2:3][CH2:4][O:5][C:6]1[C:11]([C:12]2[CH:17]=[CH:16][CH:15]=[CH:14][CH:13]=2)=[CH:10][C:9]([NH:18][N:19]=[C:20]2[C:24]([C:25]3[CH:30]=[CH:29][C:28]([O:31][CH3:32])=[C:27]([O:33][CH3:34])[CH:26]=3)=[N:23][NH:22][C:21]2=[O:35])=[CH:8][CH:7]=1.C([O-])([O-])=O.[Cs+].[Cs+].[OH:42][CH2:43][CH2:44][NH:45][CH3:46]>>[CH3:34][O:33][C:27]1[CH:26]=[C:25]([C:24]2[C:20](=[N:19][NH:18][C:9]3[CH:10]=[C:11]([C:12]4[CH:17]=[CH:16][CH:15]=[CH:14][CH:13]=4)[C:6]([O:5][CH2:4][CH2:3][CH2:2][N:45]([CH2:44][CH2:43][OH:42])[CH3:46])=[CH:7][CH:8]=3)[C:21](=[O:35])[NH:22][N:23]=2)[CH:30]=[CH:29][C:28]=1[O:31][CH3:32] |f:1.2.3|. Procedure: 4-{[6-(3-Bromo-propoxy)-biphenyl-3-yl]-hydrazono}-5-(3,4-dimethoxy-phenyl)-2,4-dihydro-pyrazol-3-one (s) and Cs2CO3 were dissolved in 1 mL (2-hydoxy)ethylmethyl amine and the resulting soultion was heated to 50° C. for one hour. The solvent was evaporated and the residue was purified by silica gel chromatography eluent: 10% methanol/DCM) to afford 15 mg 5-(3,4-dimethoxy-phenyl)-4-[(6-{3-[(2-hydroxy-ethyl)-methyl-amino]-propoxy}-biphenyl-3-yl)-hydrazono]-2,4-dihydro-pyrazol-3-one (compound 120): ... The reactants are ClC1=C2C=C(N(C2=CC(=C1)O)C)C(=O)OCC (ethyl 4-chloro-6-hydroxy-1-methyl-2-indolecarboxylate), [H-].[Na+] (sodium hydride), FC1=C(C=CC=C1)[N+](=O)[O-] (1-fluoro-2-nitrobenzene). Solvent: CN(C=O)C (dimethylformamide). Product: ClC1=C2C=C(N(C2=CC(=C1)OC1=C(C=CC=C1)[N+](=O)[O-])C)C(=O)OCC (ethyl 4-chloro-1-methyl-6-(2-nitrophenoxy)-2-indolecarboxylate). The yield is 86.2%. RXN SMILES: [Cl:1][C:2]1[CH:10]=[C:9]([OH:11])[CH:8]=[C:7]2[C:3]=1[CH:4]=[C:5]([C:13]([O:15][CH2:16][CH3:17])=[O:14])[N:6]2[CH3:12].[H-].[Na+].F[C:21]1[CH:26]=[CH:25][CH:24]=[CH:23][C:22]=1[N+:27]([O-:29])=[O:28]>CN(C)C=O>[Cl:1][C:2]1[CH:10]=[C:9]([O:11][C:21]2[CH:26]=[CH:25][CH:24]=[CH:23][C:22]=2[N+:27]([O-:29])=[O:28])[CH:8]=[C:7]2[C:3]=1[CH:4]=[C:5]([C:13]([O:15][CH2:16][CH3:17])=[O:14])[N:6]2[CH3:12] |f:1.2|. Reported procedure: After 0.42 g (1.64 mmol) of ethyl 4-chloro-6-hydroxy-1-methyl-2-indolecarboxylate was added to a suspension of 0.066 g (1.64 mmol) of 60% sodium hydride and 5 ml of dimethylformamide, the suspension was stirred at room temperature until the mixture became an almost transparent solution. Then 0.35 g (2.49 mmol) of 1-fluoro-2-nitrobenzene was added to the solution at room temperature followed by stirring for 5 hours at the same temperature. The reaction mixture was poured onto ice water. The resul... Starting materials: BrC1=CC=C(C=C1)N1C(=NNC1=O)C[C@H]1CN(CC1)C(=O)N(C)C ((3S)-3-{[4-(4-bromophenyl)-5-oxo-4,5-dihydro-1H-1,2,4-triazol-3-yl]methyl}-N,N-dimethyl-1-pyrrolidinecarboxamide), CC1(OB(OC1(C)C)C1=CC=C2C=CC=NC2=C1)C (7-(4,4,5,5-tetramethyl-1,3,2-dioxaborolan-2-yl)quinoline), C([O-])([O-])=O.[K+].[K+] (potassium carbonate). Reagents/catalysts: C1=CC=C(C=C1)P([C-]2C=CC=C2)C3=CC=CC=C3.C1=CC=C(C=C1)P([C-]2C=CC=C2)C3=CC=CC=C3.Cl[Pd]Cl.[Fe+2].ClCCl (dichloro[1,1′-bis(diphenylphosphino)ferrocene]palladium(II) dichloromethane). Solvent: O1CCOCC1 (dioxane). Reaction conditions: temperature 110 celsius, time 1 hour. Product: CN(C(=O)N1C[C@@H](CC1)CC1=NNC(N1C1=CC=C(C=C1)C1=CC=C2C=CC=NC2=C1)=O)C ((3S)—N,N-dimethyl-3-({5-oxo-4-[4-(7-quinolinyl)phenyl]-4,5-dihydro-1H-1,2,4-triazol-3-yl}methyl)-1-pyrrolidinecarboxamide). Reaction SMILES: Br[C:2]1[CH:7]=[CH:6][C:5]([N:8]2[C:12](=[O:13])[NH:11][N:10]=[C:9]2[CH2:14][C@@H:15]2[CH2:19][CH2:18][N:17]([C:20]([N:22]([CH3:24])[CH3:23])=[O:21])[CH2:16]2)=[CH:4][CH:3]=1.CC1(C)C(C)(C)OB([C:33]2[CH:42]=[C:41]3[C:36]([CH:37]=[CH:38][CH:39]=[N:40]3)=[CH:35][CH:34]=2)O1.C(=O)([O-])[O-].[K+].[K+]>O1CCOCC1.C1C=CC(P(C2C=CC=CC=2)[C-]2C=CC=C2)=CC=1.C1C=CC(P(C2C=CC=CC=2)[C-]2C=CC=C2)=CC=1.Cl[Pd]Cl.[Fe+2].ClCCl>[CH3:23][N:22]([CH3:24])[C:20]([N:17]1[CH2:18][CH2:19][C@@H:15]([CH2:14][C:9]2[N:8]([C:5]3[CH:6]=[CH:7][C:2]([C:33]4[CH:42]=[C:41]5[C:36]([CH:37]=[CH:38][CH:39]=[N:40]5)=[CH:35][CH:34]=4)=[CH:3][CH:4]=3)[C:12](=[O:13])[NH:11][N:10]=2)[CH2:16]1)=[O:21] |f:2.3.4,6.7.8.9.10|. Reported procedure: A solution of (3S)-3-{[4-(4-bromophenyl)-5-oxo-4,5-dihydro-1H-1,2,4-triazol-3-yl]methyl}-N,N-dimethyl-1-pyrrolidinecarboxamide (0.342 mmol) in dioxane (2 mL) was treated with 7-(4,4,5,5-tetramethyl-1,3,2-dioxaborolan-2-yl)quinoline (0.353 mmol), dichloro[1,1′-bis(diphenylphosphino)ferrocene]palladium(II)-dichloromethane adduct (25 mg), and 2M aq potassium carbonate (1 mL). The reaction mixture was purged with nitrogen, sealed, and stirred at 110° C. for 1 h. The reaction mixture was cooled to ro...